From a dataset of the Open Reaction Database (ORD), a public repository of structured organic reaction records. describe an organic reaction: reactants, conditions, products, and yield Starting materials: ketone, CC1(C(CC=C1C)CC=CC(C)=O)C (5-(2,2,3-trimethylcyclopent-3-en-1-yl)pent-3-en-2-one), ketone, CC(C)([O-])C.[K+] (potassium t-butoxide). Run in COCCOC (1,2-dimethoxyethane). Product: CC1(C(CC=C1C)C=CCC(C)=O)C (5-(2,2,3-trimethylcyclopent-3-en-1-yl)pent-4-en-2-one). The yield is 66.0%. RXN SMILES: [CH3:1][C:2]1([CH3:14])[C:6]([CH3:7])=[CH:5][CH2:4][CH:3]1[CH2:8][CH:9]=[CH:10][C:11](=[O:13])[CH3:12].CC(C)([O-])C.[K+]>COCCOC>[CH3:1][C:2]1([CH3:14])[C:6]([CH3:7])=[CH:5][CH2:4][CH:3]1[CH:8]=[CH:9][CH2:10][C:11](=[O:13])[CH3:12] |f:1.2|. Procedure details: The ketone, 5-(2,2,3-trimethylcyclopent-3-en-1-yl)pent-3-en-2-one, which had been prepared by using the procedure of U.S. Pat. No. 4,052,341, Example II-2, was reacted essentially following the procedure described in Example I for isomerizing the α,β double bond to the β,γ position. In this case the ketone (28.8 g, 0.15 mole) was reacted with potassium t-butoxide (25.8 g, 0.23 mole) in 1,2-dimethoxyethane (DME) (125 ml). The reaction was quenched by addition of aqueous 20% acetic acid (115 ml), ...